This data is from the Open Reaction Database (ORD), a public repository of structured organic reaction records. The task is: describe an organic reaction: reactants, conditions, products, and yield Product: Cc1cc(Br)ccc1CO. Reactants: Cc1cc(Br)ccc1C(=O)O, C1CCOC1, O. Reaction SMILES: [Br:1][c:2]1[cH:3][c:4]([CH3:11])[c:5]([C:6](=[O:7])[OH:8])[cH:9][cH:10]1.[CH2:12]1[O:13][CH2:14][CH2:15][CH2:16]1.[OH2:17]>>[Br:1][c:2]1[cH:3][c:4]([CH3:11])[c:5]([CH2:6][OH:7])[cH:9][cH:10]1. Solvent: O1CCCC1 (tetrahydrofuran), O1CCCC1 (tetrahydrofuran), C(C)OCC (diethyl ether). RXN SMILES: [Si:1]([C:8]1[N:9]([S:13](=[O:18])(=[O:17])[N:14]([CH3:16])[CH3:15])[CH:10]=[CH:11][N:12]=1)([C:4]([CH3:7])([CH3:6])[CH3:5])([CH3:3])[CH3:2].C([Li])CCC.[Br:24][CH2:25][CH2:26][CH2:27][CH2:28][CH2:29][CH2:30][CH2:31][CH2:32]Br.[Cl-].[NH4+]>O1CCCC1.C(OCC)C>[Br:24][CH2:25][CH2:26][CH2:27][CH2:28][CH2:29][CH2:30][CH2:31][CH2:32][C:10]1[N:9]([S:13](=[O:18])(=[O:17])[N:14]([CH3:15])[CH3:16])[C:8]([Si:1]([C:4]([CH3:7])([CH3:5])[CH3:6])([CH3:3])[CH3:2])=[N:12][CH:11]=1 |f:3.4|. Yields the product BrCCCCCCCCC1=CN=C(N1S(N(C)C)(=O)=O)[Si](C)(C)C(C)(C)C (5-(8-Bromooctyl)-2-(tert-butyldimethylsilyl)-1-(N,N-dimethylsulfamoyl)imidazole). Reactants: [Si](C)(C)(C(C)(C)C)C=1N(C=CN1)S(N(C)C)(=O)=O (2-(tert-butyldimethylsilyl)-1-(N,N-dimethylsulfamoyl) imidazole), C(CCC)[Li] (n-Butyl lithium), BrCCCCCCCCBr (1,8-dibromooctane), [Cl-].[NH4+] (ammonium chloride). Procedure details: A solution of 2-(tert-butyldimethylsilyl)-1-(N,N-dimethylsulfamoyl) imidazole (Example 29 step a) (2.62 g, 9.05 mmol) in dry tetrahydrofuran (30 ml) was cooled under an atmosphere of argon to -78° C. n-Butyl lithium (1.5M in hexanes) (7.25 ml, 10.9 mmol) was added over 15 min and the solution stirred for a further 30 min. A solution of 1,8-dibromooctane (2.55 ml 13.6 mmol) in dry tetrahydrofuran (5 ml) was added over 10 min. The solution was stirred for 2 h, allowed to warm to room temperature a... Isolated yield 54.0%. Run at time 30 minute. The reactants are C(C1=CC=CC=C1)OC1=CC(=C(C=C1)CC=1C(NNC1C(C)C)=O)C (4-[(4-benzyloxy-2-methylphenyl)methyl]-1,2-dihydro-5-isopropyl-3H-pyrazol-3-one), CC(=O)OC[C@@H]1[C@H]([C@@H]([C@H]([C@H](O1)Br)OC(=O)C)OC(=O)C)OC(=O)C (acetobromo-α-D-glucose), C(C(C)(C)C)(=O)O[C@H]1[C@H](O[C@@H]([C@H]([C@@H]1OC(C(C)(C)C)=O)OC(C(C)(C)C)=O)COC(C(C)(C)C)=O)Br (2,3,4,6-tetra-O-pivaloyl-α-D-glucopyranosyl bromide), C(C1=CC=CC=C1)OCCCOC1=CC=C(C=C1)CC=1C(NNC1C(C)C)=O (4-{[4-(3-benzyloxypropoxy)phenyl]methyl}-1,2-dihydro-5-isopropyl-3H-pyrazol-3-one). Yields the product C(C1=CC=CC=C1)OC1=CC(=C(C=C1)CC=1C(=NNC1C(C)C)O[C@H]1[C@H](OC(C(C)(C)C)=O)[C@@H](OC(C(C)(C)C)=O)[C@H](OC(C(C)(C)C)=O)[C@H](O1)COC(C(C)(C)C)=O)C (4-[(4-Benzyloxy-2-methylphenyl)methyl]-5-isopropyl-3-(2,3,4,6-tetra-O-pivaloyl-β-D-glucopyranosyloxy)-1H-pyrazole). RXN SMILES: [CH2:1]([O:8][C:9]1[CH:14]=[CH:13][C:12]([CH2:15][C:16]2[C:17](=[O:24])[NH:18][NH:19][C:20]=2[CH:21]([CH3:23])[CH3:22])=[C:11]([CH3:25])[CH:10]=1)[C:2]1[CH:7]=[CH:6][CH:5]=[CH:4][CH:3]=1.[C:26]([O:32][C@@H:33]1[C@@H:38]([O:39][C:40](=[O:45])[C:41]([CH3:44])([CH3:43])[CH3:42])[C@H:37]([O:46][C:47](=[O:52])[C:48]([CH3:51])([CH3:50])[CH3:49])[C@@H:36]([CH2:53][O:54][C:55](=[O:60])[C:56]([CH3:59])([CH3:58])[CH3:57])[O:35][C@@H:34]1Br)(=[O:31])[C:27]([CH3:30])([CH3:29])[CH3:28].C(OCCCOC1C=CC(CC2C(=O)NNC=2C(C)C)=CC=1)C1C=CC=CC=1.CC(OC[C@H]1O[C@H](Br)[C@H](OC(C)=O)[C@@H](OC(C)=O)[C@@H]1OC(C)=O)=O>>[CH2:1]([O:8][C:9]1[CH:14]=[CH:13][C:12]([CH2:15][C:16]2[C:17]([O:24][C@@H:34]3[O:35][C@H:36]([CH2:53][O:54][C:55](=[O:60])[C:56]([CH3:59])([CH3:58])[CH3:57])[C@@H:37]([O:46][C:47](=[O:52])[C:48]([CH3:49])([CH3:50])[CH3:51])[C@H:38]([O:39][C:40](=[O:45])[C:41]([CH3:42])([CH3:43])[CH3:44])[C@H:33]3[O:32][C:26](=[O:31])[C:27]([CH3:30])([CH3:28])[CH3:29])=[N:18][NH:19][C:20]=2[CH:21]([CH3:22])[CH3:23])=[C:11]([CH3:25])[CH:10]=1)[C:2]1[CH:3]=[CH:4][CH:5]=[CH:6][CH:7]=1. Reported procedure: The title compound was prepared in a similar manner to that described in Reference Example 17 using 4-[(4-benzyloxy-2-methylphenyl)methyl]-1,2-dihydro-5-isopropyl-3H-pyrazol-3-one and 2,3,4,6-tetra-O-pivaloyl-α-D-glucopyranosyl bromide (Kunz, H.; Harreus, A. Liebigs Ann. Chem. 1982, 41-48 Velarde, S.; Urbina, J.; Pena, M. R. J. Org. Chem. 1996, 61, 9541-9545) instead of 4-{[4-(3-benzyloxypropoxy)phenyl]methyl}-1,2-dihydro-5-isopropyl-3H-pyrazol-3-one and acetobromo-α-D-glucose, respectively.